Dataset: the Open Reaction Database (ORD), a public repository of structured organic reaction records. Task: describe an organic reaction: reactants, conditions, products, and yield Reactants: C([O-])(O)=O.[Na+] (sodium bicarbonate), [H-].[Na+] (Sodium hydride), C1(NCCC2=C1C1=C(O2)C=CC=C1)=O (3,4-dihydrobenzofuro[3,2-c]pyridin-1(2H)-one), C(OC)COC (dimethoxyethane), ClCC=1N=CN(C1C)C(C1=CC=CC=C1)(C1=CC=CC=C1)C1=CC=CC=C1 (4-(chloromethyl)-5-methyl-1-(triphenylmethyl)-1H-imidazole). The solvent is O (water), C(C)(=O)O (Acetic acid). Reaction conditions: time 30 minute. Yields the product C(\C=C/C(=O)O)(=O)O.CC1=C(N=CN1)CN1C(C2=C(CC1)OC1=C2C=CC=C1)=O (3,4-Dihydro-2-[(5-methyl-1H-imidazol-4-yl)methyl]-benzofuro[3,2-c]-pyridin-1(2H)-one maleate). RXN SMILES: [H-].[Na+].[C:3]1(=[O:16])[C:8]2[C:9]3[CH:15]=[CH:14][CH:13]=[CH:12][C:10]=3[O:11][C:7]=2[CH2:6][CH2:5][NH:4]1.Cl[CH2:18][C:19]1[N:20]=[CH:21][N:22](C(C2C=CC=CC=2)(C2C=CC=CC=2)C2C=CC=CC=2)[C:23]=1[CH3:24].[C:44](=[O:47])([OH:46])[O-].[Na+].C(COC)[O:50]C>O.C(O)(=O)C>[C:10]([OH:50])(=[O:11])/[CH:9]=[CH:15]\[C:44]([OH:46])=[O:47].[CH3:24][C:23]1[NH:22][CH:21]=[N:20][C:19]=1[CH2:18][N:4]1[CH2:5][CH2:6][C:7]2[O:11][C:10]3[CH:12]=[CH:13][CH:14]=[CH:15][C:9]=3[C:8]=2[C:3]1=[O:16] |f:0.1,4.5,9.10|. Procedure details: Sodium hydride (73% dispersion in oil; 20 mg) was added to a stirred solution of 3,4-dihydrobenzofuro[3,2-c]pyridin-1(2H)-one (95 mg) in dry dimethoxyethane (3 ml) under nitrogen. After 30 min. 4-(chloromethyl)-5-methyl-1-(triphenylmethyl)-1H-imidazole (227 mg) was added and the mixture was stirred at 50° for 18h. Acetic acid (1 ml) and water (1 ml) were added and the solution was heated at reflux for 1h. The mixture was poured into 8% sodium bicarbonate solution (30 ml) and extracted with dichl... Reactants: O=C(Cl)Oc1ccc([N+](=O)[O-])cc1, ClCCl, CC(C)CN(CC(O)C(Cc1ccc(O)cc1)NC(=O)OC1COC2OCCC12)S(=O)(=O)c1ccc2c(c1)OCO2, c1ccncc1. Product: CC(C)CN(CC(O)C(Cc1ccc(OC(=O)Oc2ccc([N+](=O)[O-])cc2)cc1)NC(=O)OC1COC2OCCC12)S(=O)(=O)c1ccc2c(c1)OCO2. Reaction SMILES: [Cl:48][C:49](=[O:50])[O:51][c:52]1[cH:53][cH:54][c:55]([N+:58](=[O:59])[O-:60])[cH:56][cH:57]1.[Cl:61][CH2:62][Cl:63].[O:1]1[CH2:2][O:3][c:4]2[c:5]1[cH:6][cH:7][c:8]([S:10](=[O:11])(=[O:12])[N:13]([CH2:14][CH:15]([CH:16]([CH2:17][c:18]1[cH:19][cH:20][c:21]([OH:24])[cH:22][cH:23]1)[NH:25][C:26]([O:27][CH:28]1[CH2:29][O:30][CH:31]3[O:32][CH2:33][CH2:34][CH:35]13)=[O:36])[OH:37])[CH2:38][CH:39]([CH3:40])[CH3:41])[cH:9]2.[cH:42]1[cH:43][cH:44][n:45][cH:46][cH:47]1>>[O:1]1[CH2:2][O:3][c:4]2[c:5]1[cH:6][cH:7][c:8]([S:10](=[O:11])(=[O:12])[N:13]([CH2:14][CH:15]([CH:16]([CH2:17][c:18]1[cH:19][cH:20][c:21]([O:24][C:49](=[O:50])[O:51][c:52]3[cH:53][cH:54][c:55]([N+:58](=[O:59])[O-:60])[cH:56][cH:57]3)[cH:22][cH:23]1)[NH:25][C:26]([O:27][CH:28]1[CH2:29][O:30][CH:31]3[O:32][CH2:33][CH2:34][CH:35]13)=[O:36])[OH:37])[CH2:38][CH:39]([CH3:40])[CH3:41])[cH:9]2. The reactants are BrC=1C=C(C=NC1)C(C)=O (5-Bromo-3-acetylpyridine), C1(=CC=CC=C1)B(O)O (phenylboronic acid), trans-dibromobis(triphenylphosphine) palladium (II), C1(=CC=CC=C1)C (toluene), C([O-])([O-])=O.[Na+].[Na+] (sodium carbonate). The solvent is C(C)(=O)OCC (ethyl acetate), C(C)O (ethanol). Yields the product C1(=CC=CC=C1)C=1C=C(C=NC1)C(C)=O (5-(Phenyl)-3-acetylpyridine). RXN SMILES: Br[C:2]1[CH:3]=[C:4]([C:8](=[O:10])[CH3:9])[CH:5]=[N:6][CH:7]=1.[C:11]1(B(O)O)[CH:16]=[CH:15][CH:14]=[CH:13][CH:12]=1.C1(C)C=CC=CC=1.C(=O)([O-])[O-].[Na+].[Na+]>C(OCC)(=O)C.C(O)C>[C:11]1([C:2]2[CH:3]=[C:4]([C:8](=[O:10])[CH3:9])[CH:5]=[N:6][CH:7]=2)[CH:16]=[CH:15][CH:14]=[CH:13][CH:12]=1 |f:3.4.5|. Reported procedure: A mixture of 5-Bromo-3-acetylpyridine (2 g, 10 mmol), phenylboronic acid (1.5 g, 12 mmol), trans-dibromobis(triphenylphosphine) palladium (II) (0.4 g, 0.5 mmol), toluene (60 ml), ethanol (20 ml) and 2M aqueous sodium carbonate (40 ml) was refluxed for 1 hour under a nitrogen atmosphere. The mixture was diluted with ethyl acetate and the organic phase was washed with water and brine, dried and evaporated. The crude product was chromatographed on silica gel eluting with a gradient of 0-100% EtoAc ... The reactants are CC(=O)OCC1OC(Oc2n[nH]c(C(C)C)c2Cc2ccc(OCCC(=O)NC(C)(C)C(=O)OCc3ccccc3)cc2C)C(OC(C)=O)C(OC(C)=O)C1OC(C)=O, C, CO, [Pd]. Product: CC(=O)OCC1OC(Oc2n[nH]c(C(C)C)c2Cc2ccc(OCCC(=O)NC(C)(C)C(=O)O)cc2C)C(OC(C)=O)C(OC(C)=O)C1OC(C)=O. As a reaction SMILES: [C:1]([CH3:2])(=[O:3])[O:4][CH:5]1[CH:6]([O:24][c:25]2[n:26][nH:27][c:28]([CH:57]([CH3:58])[CH3:59])[c:29]2[CH2:30][c:31]2[c:32]([CH3:56])[cH:33][c:34]([O:37][CH2:38][CH2:39][C:40]([NH:41][C:42]([CH3:43])([CH3:44])[C:45](=[O:46])[O:47][CH2:48][c:49]3[cH:50][cH:51][cH:52][cH:53][cH:54]3)=[O:55])[cH:35][cH:36]2)[O:7][CH:8]([CH2:19][O:20][C:21]([CH3:22])=[O:23])[CH:9]([O:15][C:16]([CH3:17])=[O:18])[CH:10]1[O:11][C:12]([CH3:13])=[O:14].[C:62].[CH3:60][OH:61].[Pd:63]>>[C:1]([CH3:2])(=[O:3])[O:4][CH:5]1[CH:6]([O:24][c:25]2[n:26][nH:27][c:28]([CH:57]([CH3:58])[CH3:59])[c:29]2[CH2:30][c:31]2[c:32]([CH3:56])[cH:33][c:34]([O:37][CH2:38][CH2:39][C:40]([NH:41][C:42]([CH3:43])([CH3:44])[C:45](=[O:46])[OH:47])=[O:55])[cH:35][cH:36]2)[O:7][CH:8]([CH2:19][O:20][C:21]([CH3:22])=[O:23])[CH:9]([O:15][C:16]([CH3:17])=[O:18])[CH:10]1[O:11][C:12]([CH3:13])=[O:14]. Reactants: C(C1=CC=CC=C1)OC(=O)NCCN(C1=C(C(=O)O)C=CC=C1F)C(=O)OC(C)(C)C (2-[(2-benzyloxycarbonylaminoethyl)-tert-butoxycarbonylamino]-3-fluorobenzoic acid), C(C)(=O)O (acetic acid). Reagents/catalysts: [Pd] (palladium/carbon). The solvent is CO (methanol). Product: C(C)(C)(C)OC(=O)N1CCNC(C2=C1C(=CC=C2)F)=O (9-Fluoro-5 -oxo-2,3,4,5-tetrahydrobenzo[e][1,4]diazepine-1-carboxylic Acid Tert-Butyl Ester). RXN SMILES: C(OC([NH:11][CH2:12][CH2:13][N:14]([C:25]([O:27][C:28]([CH3:31])([CH3:30])[CH3:29])=[O:26])[C:15]1[C:23]([F:24])=[CH:22][CH:21]=[CH:20][C:16]=1[C:17](O)=[O:18])=O)C1C=CC=CC=1.C(O)(=O)C>CO.[Pd]>[C:28]([O:27][C:25]([N:14]1[C:15]2[C:23]([F:24])=[CH:22][CH:21]=[CH:20][C:16]=2[C:17](=[O:18])[NH:11][CH2:12][CH2:13]1)=[O:26])([CH3:31])([CH3:30])[CH3:29]. Procedure details: A solution of 2-[(2-benzyloxycarbonylaminoethyl)-tert-butoxycarbonylamino]-3-fluorobenzoic acid from Example 20B (390 mg, 0.87 mmol), 10% palladium/carbon (˜100 mg) and acetic acid (1.0 ml) in methanol (25 ml) was hydrogenated at atmospheric pressure for 1.5 h. The mixture was filtered, evaporated in vacuo and azeotroped with toluene. The residue was taken up in a mixture of IPA and acetic acid (90:10, 35 ml) and heated at reflux for 4 h. The mixture was cooled, evaporated in vacuo and azeotrope... Reactants: C1(=CC=CC=C1)C#C (phenylacetylene), [Li]CCCC (n-BuLi), CN(S(=O)(=O)C1=CC=CC=C1)C1=CC=C(C=C1)C(C(F)(F)F)=O (N-Methyl-N-(4-trifluoroacetyl-phenyl)-benzenesulfonamide), resultant mixture. Run in C1CCOC1 (THF), C1CCOC1 (THF). Run at temperature -78 celsius, time 30 minute. Product: OC(C#CC1=CC=CC=C1)(C(F)(F)F)C1=CC=C(C=C1)N(S(=O)(=O)C1=CC=CC=C1)C (N-[4-(1-Hydroxy-3-phenyl-1-trifluoromethyl-prop-2-ynyl)-phenyl]-N-methyl-benzenesulfonamide). As a reaction SMILES: [C:1]1([C:7]#[CH:8])[CH:6]=[CH:5][CH:4]=[CH:3][CH:2]=1.[Li]CCCC.[CH3:14][N:15]([C:25]1[CH:30]=[CH:29][C:28]([C:31](=[O:36])[C:32]([F:35])([F:34])[F:33])=[CH:27][CH:26]=1)[S:16]([C:19]1[CH:24]=[CH:23][CH:22]=[CH:21][CH:20]=1)(=[O:18])=[O:17]>C1COCC1>[OH:36][C:31]([C:28]1[CH:27]=[CH:26][C:25]([N:15]([CH3:14])[S:16]([C:19]2[CH:20]=[CH:21][CH:22]=[CH:23][CH:24]=2)(=[O:18])=[O:17])=[CH:30][CH:29]=1)([C:32]([F:33])([F:34])[F:35])[C:8]#[C:7][C:1]1[CH:6]=[CH:5][CH:4]=[CH:3][CH:2]=1. Procedure: To a solution of 0.18 g of phenylacetylene (1.75 mmol) in 5 mL of THF was added dropwise 0.76 mL of n-BuLi (2.5M in hexane) at −78° C. The color of the solution turned dark blue and the mixture was stirred at −78° C. for 30 min. Then 0.5 g of N-methyl-N-(4-trifluoroacetyl-phenyl)-benzenesulfonamide (Example 22, Step A) in 5 ml of THF was added and the resultant mixture stirred at −78° C. for 2 h. After this time the reaction was quenched by the addition of a saturated aqueous solution of ammoniu... Reactants: CSc1ccc(C(=O)CC2CCCC2)c(Cl)c1Cl, C1COCCO1, O=S(=O)(O)O. Product: C=C(C(=O)c1ccc(SC)c(Cl)c1Cl)C1CCCC1. RXN SMILES: [Cl:1][c:2]1[c:3]([C:11]([CH2:12][CH:13]2[CH2:14][CH2:15][CH2:16][CH2:17]2)=[O:18])[cH:4][cH:5][c:6]([S:9][CH3:10])[c:7]1[Cl:8].[O:24]1[CH2:25][CH2:29][O:28][CH2:27][CH2:26]1.[S:19](=[O:20])(=[O:21])([OH:22])[OH:23]>>[Cl:1][c:2]1[c:3]([C:11]([C:12]([CH:13]2[CH2:14][CH2:15][CH2:16][CH2:17]2)=[CH2:25])=[O:18])[cH:4][cH:5][c:6]([S:9][CH3:10])[c:7]1[Cl:8]. Starting materials: Cl.N[C@H](C)C1=CC(=C(C=C1)NS(=O)(=O)C)CO (N-[4-[(1R)-1-aminoethyl]-2-(hydroxymethyl)phenyl]methanesulfonamide hydrochloride), C(C)(C)(C)C1=C(C=C(OCC(=O)O)C=C1F)F ((4-tert-butyl-3,5-difluorophenoxy)acetic acid), CN(CCCN=C=NCC)C (N-(3-dimethylaminopropyl)-N′-ethylcarbodiimide). Yield: 36.4%. Reagents/catalysts: CN(C1=CC=NC=C1)C (4-dimethylaminopyridine). Run in CN(C=O)C (N,N-dimethylformamide). RXN SMILES: Cl.[NH2:2][C@@H:3]([C:5]1[CH:10]=[CH:9][C:8]([NH:11][S:12]([CH3:15])(=[O:14])=[O:13])=[C:7]([CH2:16][OH:17])[CH:6]=1)[CH3:4].[C:18]([C:22]1[C:32]([F:33])=[CH:31][C:25]([O:26][CH2:27][C:28](O)=[O:29])=[CH:24][C:23]=1[F:34])([CH3:21])([CH3:20])[CH3:19].CN(C)CCCN=C=NCC>CN(C)C=O.CN(C)C1C=CN=CC=1>[C:18]([C:22]1[C:23]([F:34])=[CH:24][C:25]([O:26][CH2:27][C:28]([NH:2][C@@H:3]([C:5]2[CH:10]=[CH:9][C:8]([NH:11][S:12]([CH3:15])(=[O:14])=[O:13])=[C:7]([CH2:16][OH:17])[CH:6]=2)[CH3:4])=[O:29])=[CH:31][C:32]=1[F:33])([CH3:21])([CH3:19])[CH3:20] |f:0.1|. Conditions: time 16 hour. Product: C(C)(C)(C)C1=C(C=C(OCC(=O)N[C@H](C)C2=CC(=C(C=C2)NS(=O)(=O)C)CO)C=C1F)F (2-(4-tert-butyl-3,5-difluorophenoxy)-N-((1R)-1-{3-(hydroxymethyl)-4-[(methylsulfonyl)amino]phenyl}ethyl)acetamide). Procedure: To a solution of N-[4-[(1R)-1-aminoethyl]-2-(hydroxymethyl)phenyl]methanesulfonamide hydrochloride (40 mg, 0.14 mmol) in N,N-dimethylformamide (DMF) (2 ml), (4-tert-butyl-3,5-difluorophenoxy)acetic acid (34 mg, 0.14 mmol), N-(3-dimethylaminopropyl)-N′-ethylcarbodiimide (40 mg), and 4-dimethylaminopyridine (DMAP) (0.5 mg, 0.004 mmol) were added. The solution was stirred at room temperature for 16 hours and then partitioned between ethyl acetate and water. The organic layer was dried over sodium s...